This data is from the Open Reaction Database (ORD), a public repository of structured organic reaction records. The task is: describe an organic reaction: reactants, conditions, products, and yield As a reaction SMILES: [CH2:1]([O:3][NH:4][C:5](=[C:8]1[C:13](=[O:14])[CH:12]=[C:11]([CH2:15][CH3:16])[O:10][C:9]1=[O:17])[CH2:6][CH3:7])[CH3:2].C(Cl)(Cl)Cl.CC(C)=[O:24]>O.[Hg]>[CH2:1]([O:3][NH:4][C:5]([CH:8]1[C:13](=[O:14])[CH:12]=[C:11]([CH2:15][CH3:16])[O:10][C:9]1=[O:17])([OH:24])[CH2:6][CH3:7])[CH3:2]. Procedure details: After 1g of 3-(1-ethoxyaminopropylidene)-6-ethyl-3,4-dihydro-2H-pyrane-2,4-dione was dissolved in 50ml of acetone containing 5% of water, it was irradiated with high-pressure mercury arc for a day. Chloroform was added to the residue after the distillation of acetone and the insoluble crystal was obtained by filtration of chloroform solution containing the residue. The crude product was recrystallized from the mixture of benzene and petroleum ether, and thereby 0.6g of 3-(1-ethoxyamino-1-hydroxy... Yields the product C(C)ONC(CC)(O)C1C(OC(=CC1=O)CC)=O (3-(1-ethoxyamino-1-hydroxypropyl)-6-ethyl-3,4-dihydro-2H-pyrane-2,4-dione). Reagents/catalysts: [Hg] (mercury). Reactants: 1g, C(C)ONC(CC)=C1C(OC(=CC1=O)CC)=O (3-(1-ethoxyaminopropylidene)-6-ethyl-3,4-dihydro-2H-pyrane-2,4-dione), CC(=O)C (acetone), C(Cl)(Cl)Cl (Chloroform). Run in O (water).